This data is from the Open Reaction Database (ORD), a public repository of structured organic reaction records. The task is: describe an organic reaction: reactants, conditions, products, and yield Starting materials: FC=1C=C(C(=O)N(C2=C(C=CC(=C2)OC)C2CC=3C=CC(=CC3CC2)OC(C(C)(C)C)=O)C(C)C)C=CC1O (pivalic acid 6-{2-[(3-fluoro-4-hydroxybenzoyl)isopropylamino]-4-methoxyphenyl}-5,6,7,8-tetrahydronaphthalen-2-yl ester), ClCC(=O)N1CCCCC1 (2-chloro-1-piperidin-1-ylethanone). Product: FC=1C=C(CN(C2=C(C=CC(=C2)OC)C2CC=3C=CC(=CC3CC2)O)C(C)C)C=CC1OCCN1CCCCC1 (6-{2-{[3-Fluoro-4-(2-piperidin-1-ylethoxy)benzyl]isopropylamino}-4-methoxyphenyl}-5,6,7,8-tetrahydronaphthalen-2-ol). Isolated yield 11.3%. RXN SMILES: [F:1][C:2]1[CH:3]=[C:4]([CH:36]=[CH:37][C:38]=1[OH:39])[C:5]([N:7]([CH:33]([CH3:35])[CH3:34])[C:8]1[CH:13]=[C:12]([O:14][CH3:15])[CH:11]=[CH:10][C:9]=1[CH:16]1[CH2:25][CH2:24][C:23]2[CH:22]=[C:21]([O:26]C(=O)C(C)(C)C)[CH:20]=[CH:19][C:18]=2[CH2:17]1)=O.Cl[CH2:41][C:42]([N:44]1[CH2:49][CH2:48][CH2:47][CH2:46][CH2:45]1)=O>>[F:1][C:2]1[CH:3]=[C:4]([CH:36]=[CH:37][C:38]=1[O:39][CH2:41][CH2:42][N:44]1[CH2:49][CH2:48][CH2:47][CH2:46][CH2:45]1)[CH2:5][N:7]([CH:33]([CH3:35])[CH3:34])[C:8]1[CH:13]=[C:12]([O:14][CH3:15])[CH:11]=[CH:10][C:9]=1[CH:16]1[CH2:25][CH2:24][C:23]2[CH:22]=[C:21]([OH:26])[CH:20]=[CH:19][C:18]=2[CH2:17]1. Procedure details: Synthesized from pivalic acid 6-{2-[(3-fluoro-4-hydroxybenzoyl)isopropylamino]-4-methoxyphenyl}-5,6,7,8-tetrahydronaphthalen-2-yl ester (25 mg) and 2-chloro-1-piperidin-1-ylethanone (15 mg) according to an analogous synthetic method to Example 404 and purified by LC-MS, the title compound (2.9 mg) was obtained. Starting materials: [BH4-], CO, CN(C)C=O, [Na+], CC(=O)CCCOc1ccc2nc3[nH]c(=O)[nH]c3cc2c1. Yields the product CC(O)CCCOc1ccc2nc3[nH]c(=O)[nH]c3cc2c1. RXN SMILES: [BH4-:1].[CH3:24][OH:25].[CH3:26][N:27]([CH3:28])[CH:29]=[O:30].[Na+:2].[O:3]=[C:4]([CH2:5][CH2:6][CH2:7][O:8][c:9]1[cH:10][c:11]2[cH:12][c:13]3[c:14]([n:15][c:16]2[cH:17][cH:18]1)[nH:19][c:20](=[O:22])[nH:21]3)[CH3:23]>>[OH:3][CH:4]([CH2:5][CH2:6][CH2:7][O:8][c:9]1[cH:10][c:11]2[cH:12][c:13]3[c:14]([n:15][c:16]2[cH:17][cH:18]1)[nH:19][c:20](=[O:22])[nH:21]3)[CH3:23].